From a dataset of the Open Reaction Database (ORD), a public repository of structured organic reaction records. describe an organic reaction: reactants, conditions, products, and yield Starting materials: CCN=C=NCCCN(C)C, CN(C)c1ccccn1, CN(C)C=O, OC1CCN(Cc2ccc(Cl)cc2)CC1, Cl, O=C(O)c1ccc(F)cc1. The product is O=C(OC1CCN(Cc2ccc(Cl)cc2)CC1)c1ccc(F)cc1. As a reaction SMILES: [CH2:36]([N:37]=[C:38]=[N:39][CH2:40][CH2:41][CH2:42][N:43]([CH3:44])[CH3:45])[CH3:46].[CH3:16][N:17]([c:18]1[cH:19][cH:20][cH:21][cH:22][n:23]1)[CH3:24].[CH3:47][N:48]([CH3:49])[CH:50]=[O:51].[Cl:1][c:2]1[cH:3][cH:4][c:5]([CH2:6][N:7]2[CH2:8][CH2:9][CH:10]([OH:13])[CH2:11][CH2:12]2)[cH:14][cH:15]1.[ClH:35].[F:25][c:26]1[cH:27][cH:28][c:29]([C:30](=[O:31])[OH:32])[cH:33][cH:34]1>>[Cl:1][c:2]1[cH:3][cH:4][c:5]([CH2:6][N:7]2[CH2:8][CH2:9][CH:10]([O:13][C:30]([c:29]3[cH:28][cH:27][c:26]([F:25])[cH:34][cH:33]3)=[O:31])[CH2:11][CH2:12]2)[cH:14][cH:15]1. Starting materials: [Li].BrC=1C=C(C=C(C1)OC(F)(F)F)C(=CC(C(=O)OCC)=O)[O-] (Lithium 1-(3-bromo-5-trifluoromethoxyphenyl)-4-ethoxy-3,4-dioxobut-1-en-1-olate), ClC=1C=C(C=C(C1)F)C1=CC(=NN1C1=NC=CC=C1)C(=O)O (5-(3-Chloro-5-fluorophenyl)-1-(pyridin-2-yl)-1H-pyrazole-3-carboxylic acid), Br.CC1=NC=CC(=C1)NN (2-methylpyridin-4-yl-hydrazine hydrobromide). Yields the product BrC=1C=C(C=C(C1)OC(F)(F)F)C1=CC(=NN1C1=CC(=NC=C1)C)C(=O)O (5-(3-Bromo-5-trifluoromethoxyphenyl)-1-(2-methylpyridin-4-yl)-1H-pyrazole-3-carboxylic acid). As a reaction SMILES: [Li].[Br:2][C:3]1[CH:4]=[C:5]([C:14]([O-])=[CH:15][C:16](=O)[C:17]([O:19]CC)=[O:18])[CH:6]=[C:7]([O:9][C:10]([F:13])([F:12])[F:11])[CH:8]=1.ClC1C=C(C2N(C3C=CC=CN=3)N=C(C(O)=O)C=2)C=C(F)C=1.Br.[CH3:47][C:48]1[CH:53]=[C:52]([NH:54][NH2:55])[CH:51]=[CH:50][N:49]=1>>[Br:2][C:3]1[CH:4]=[C:5]([C:14]2[N:54]([C:52]3[CH:51]=[CH:50][N:49]=[C:48]([CH3:47])[CH:53]=3)[N:55]=[C:16]([C:17]([OH:19])=[O:18])[CH:15]=2)[CH:6]=[C:7]([O:9][C:10]([F:11])([F:12])[F:13])[CH:8]=1 |f:0.1,3.4,^1:0|. Reported procedure: 500 mg (1.03 mmol) of the compound of Example 5A is reacted analogously to the synthesis of the compound of Example 20A with 315 mg (1.54 mmol) of 2-methylpyridin-4-yl-hydrazine hydrobromide. After hydrolysis, 182 mg (40% of theory) of the title compound is obtained. Reactants: BrC=1N=C(C=2N(C1)C=CN2)Br (6.8-dibromoimidazo[1,2-a]pyrazine), CN (methylamine). Run at time 12 hour. Yields the product BrC=1C=2N(C=C(N1)NC)C=CN2 (8-bromo-6-methylaminoimidazo[1,2-a]pyrazine). The yield is 96.0%. RXN SMILES: Br[C:2]1[N:3]=[C:4]([Br:11])[C:5]2[N:6]([CH:8]=[CH:9][N:10]=2)[CH:7]=1.[CH3:12][NH2:13]>>[Br:11][C:4]1[C:5]2[N:6]([CH:8]=[CH:9][N:10]=2)[CH:7]=[C:2]([NH:13][CH3:12])[N:3]=1. Procedure details: A mixture of 100 mg (0.36 mmol) of 6.8-dibromoimidazo[1,2-a]pyrazine in 5 ml of a 25% aqueous methylamine solution was stirred for 12 h. After the removal of solvent, the residue was purified by chromatography (silica column eluted with ether) to provide 78 mg (yield: 96%) of 8-bromo-6-methylaminoimidazo[1,2-a]pyrazine. ESI-MS (M+H+): 227.